From a dataset of the Open Reaction Database (ORD), a public repository of structured organic reaction records. describe an organic reaction: reactants, conditions, products, and yield The reactants are C1(=CC(=CC=C1)C=O)C (m-tolualdehyde), OC1=CC=C(C(=O)NN)C=C1 (4-hydroxy-benzoic acid hydrazide). Reagents/catalysts: C(C)(=O)O (acetic acid). Run in CCO (EtOH). Product: CC=1C=C(C=NNC(C2=CC=C(C=C2)O)=O)C=CC1 (4-Hydroxy-benzoic acid (3-methyl-benzylidene)-hydrazide). The yield is 75.6%. Reaction SMILES: [OH:1][C:2]1[CH:11]=[CH:10][C:5]([C:6]([NH:8][NH2:9])=[O:7])=[CH:4][CH:3]=1.[C:12]1([CH3:20])[CH:17]=[CH:16][CH:15]=[C:14]([CH:18]=O)[CH:13]=1>C(O)(=O)C.CCO>[CH3:20][C:12]1[CH:13]=[C:14]([CH:15]=[CH:16][CH:17]=1)[CH:18]=[N:9][NH:8][C:6](=[O:7])[C:5]1[CH:10]=[CH:11][C:2]([OH:1])=[CH:3][CH:4]=1. Reported procedure: To a solution of 4-hydroxy-benzoic acid hydrazide (0.2 g, 0.0013 mol) in abs. EtOH (10 mL) and m-tolualdehyde (0.32 g, 0.0026 mol) was added 1 drop of acetic acid. The reaction mixture was refluxed for 4 hours. The reaction mixture was cooling to room temperature and concentrated to remove solvent. The resulting residue was solidified by EtOAc to give white solid 0.25 g, in 76% yield, mp: 241.9° C. 1H NMR (CD3OD) δ 8.27 (s, 1H), 7.83 (d, 2H), 7.67 (s, 1H), 7.59 (d, 1H), 7.31 (t, 1H), 7.24 (d, 1H...